From a dataset of the Open Reaction Database (ORD), a public repository of structured organic reaction records. describe an organic reaction: reactants, conditions, products, and yield The reactants are C(C)(=O)O[C@@H]1[C@@H](O[C@@H]([C@H]1OC(C)=O)COC(C)=O)N1C=NC=2C(NC=CC21)=S (1-(2,3,5-tri-O-acetyl-β-D-arabinofuranosyl)-1,5-dihydro-4H-imidazo[4,5-c]pyridine-4-thione), [Na] (sodium). Run in CO (methanol). Yields the product [C@@H]1([C@@H](O)[C@H](O)[C@H](O1)CO)N1C=NC=2C(NC=CC21)=S (1-β-D-arabinofuranosyl-1,5-dihydro-4H-imidazo[4,5-c]pyridine-4-thione). As a reaction SMILES: C([O:4][C@H:5]1[C@H:9]([O:10]C(=O)C)[C@@H:8]([CH2:14][O:15]C(=O)C)[O:7][C@H:6]1[N:19]1[C:27]2[CH:26]=[CH:25][NH:24][C:23](=[S:28])[C:22]=2[N:21]=[CH:20]1)(=O)C.[Na]>CO>[C@@H:6]1([N:19]2[C:27]3[CH:26]=[CH:25][NH:24][C:23](=[S:28])[C:22]=3[N:21]=[CH:20]2)[O:7][C@H:8]([CH2:14][OH:15])[C@@H:9]([OH:10])[C@@H:5]1[OH:4] |^1:28|. Procedure details: A solution of 5.0 g of 1-(2,3,5-tri-O-acetyl-β-D-arabinofuranosyl)-1,5-dihydro-4H-imidazo[4,5-c]pyridine-4-thione, 200 ml of methanol, and 54 mg of sodium metholate is heated under reflux for 2 hours and treated with IRC-50 ion exchange resin. The filtrate is evaporated in vacuo and the resulting residue is recrystallized from ethanol-water to provide 1-β-D-arabinofuranosyl-1,5-dihydro-4H-imidazo[4,5-c]pyridine-4-thione. The reactants are COC(=O)C=1OC(=C(C1)COC1=CC=C(C=C1)I)C (4-(4-Iodo-phenoxymethyl)-5-methyl-furan-2-carboxylic acid methyl ester), C(C)(=O)C1=CC=C(C=C1)B(O)O (4-acetylphenylboronic acid), CN(C=O)C (N,N-dimethylformamide), C(C)(=O)[O-].[K+] (potassium acetate). The reagents and catalysts are C1=CC=C(C=C1)P([C-]2C=CC=C2)C3=CC=CC=C3.C1=CC=C(C=C1)P([C-]2C=CC=C2)C3=CC=CC=C3.Cl[Pd]Cl.[Fe+2] ([1,1′-bis(diphenylphosphino) ferrocene]dichloropalladium(II)). Run in ClCCl (dichloromethane). Conditions: temperature 90 celsius, time 16 hour. Yields the product C(C)(=O)C1=CC=C(C=C1)C1=CC=C(C=C1)OCC=1C=C(OC1C)C(=O)O (4-(4′-Acetyl-biphenyl-4-yloxymethyl)-5-methyl-furan-2-carboxylic acid). Isolated yield 20.4%. Reaction SMILES: C[O:2][C:3]([C:5]1[O:6][C:7]([CH3:19])=[C:8]([CH2:10][O:11][C:12]2[CH:17]=[CH:16][C:15](I)=[CH:14][CH:13]=2)[CH:9]=1)=[O:4].[C:20]([C:23]1[CH:28]=[CH:27][C:26](B(O)O)=[CH:25][CH:24]=1)(=[O:22])[CH3:21].CN(C)C=O.C([O-])(=O)C.[K+]>C1C=CC(P(C2C=CC=CC=2)[C-]2C=CC=C2)=CC=1.C1C=CC(P(C2C=CC=CC=2)[C-]2C=CC=C2)=CC=1.Cl[Pd]Cl.[Fe+2].ClCCl>[C:20]([C:23]1[CH:28]=[CH:27][C:26]([C:15]2[CH:16]=[CH:17][C:12]([O:11][CH2:10][C:8]3[CH:9]=[C:5]([C:3]([OH:2])=[O:4])[O:6][C:7]=3[CH3:19])=[CH:13][CH:14]=2)=[CH:25][CH:24]=1)(=[O:22])[CH3:21] |f:3.4,5.6.7.8|. Reported procedure: A stirred mixture of 4-(4-iodo-phenoxymethyl)-5-methyl-furan-2-carboxylic acid methyl ester (20) (0.26 g), 4-acetylphenylboronic acid (0.15 g), N,N-dimethylformamide (30 mL), potassium acetate (0.26 g) and [1,1′-bis(diphenylphosphino) ferrocene]dichloropalladium(II), complex with dichloromethane (1:1) (40 mg) was heated at 90° C. over night. The reaction mixture was concentrated in vacuo, dissolved in ethyl acetate (30 mL) and washed successively with water (30 mL), brine (30 mL), dried and conc...